From a dataset of the Open Reaction Database (ORD), a public repository of structured organic reaction records. describe an organic reaction: reactants, conditions, products, and yield Reactants: Fc1cc(F)cc(Br)c1, C1CCOC1, C1CCOC1, CN(C)C=O, CCCCCCC, CCc1ccccc1. Yields the product O=Cc1c(F)cc(Br)cc1F. As a reaction SMILES: [Br:1][c:2]1[cH:3][c:4]([F:9])[cH:5][c:6]([F:8])[cH:7]1.[CH2:15]1[O:16][CH2:17][CH2:18][CH2:19]1.[CH2:20]1[O:21][CH2:22][CH2:23][CH2:24]1.[CH3:10][N:11]([CH:12]=[O:13])[CH3:14].[CH3:25][CH2:26][CH2:27][CH2:28][CH2:29][CH2:30][CH3:31].[CH3:32][CH2:33][c:34]1[cH:35][cH:36][cH:37][cH:38][cH:39]1>>[Br:1][c:2]1[cH:3][c:4]([F:9])[c:5]([CH:12]=[O:13])[c:6]([F:8])[cH:7]1. The reactants are C(C)(=O)C(C(=O)OCC)C(=O)OCC (diethyl acetylmalonate), Cl.NN (hydrazine mono-hydrochloride). Run in CCO (EtOH). The product is C(C)OC(=O)C=1C(NNC1C)=O (5-Methyl-3-oxo-2,3-dihydro-1H-pyrazole-4-carboxylic acid ethyl ester). Reaction SMILES: [C:1]([CH:4]([C:10]([O:12]CC)=O)[C:5]([O:7][CH2:8][CH3:9])=[O:6])(=O)[CH3:2].Cl.[NH2:16][NH2:17]>CCO>[CH2:8]([O:7][C:5]([C:4]1[C:10](=[O:12])[NH:16][NH:17][C:1]=1[CH3:2])=[O:6])[CH3:9] |f:1.2|. Procedure details: To a stirred solution of diethyl acetylmalonate (20 g, 89.0 mmol) in EtOH (180 ml) is added hydrazine mono-hydrochloride (7.54 g, 107.0 mmol, 1.2 eq.) in one portion at RT. The reaction mixture is heated at reflux for 3 h then filtered hot. The filtrate is cooled to RT and concentrated under reduced pressure. The resulting crude residue is purified by Combi-Flash Companion™ (Isco Inc.) column chromatography (SiO2; gradient elution, DCM/[DCM/MeOH 9:1] 95:5→1:9]) to yield the title compound as a w... The reactants are C[Si](C)(C)N=[N+]=[N-] (trimethylsilyl azide), C1(=CN2CCCC3=CC=CC1=C23)C(=O)NC2CCN(CC2)C(=O)OC(C)(C)C (tert-butyl 4-(5,6-dihydro-4H-pyrrolo[3,2,1-ij]quinoline-1-carboxamido)piperidine-1-carboxylate), P(Cl)(Cl)(Cl)(Cl)Cl (phosphorus pentachloride), C(=O)(O)[O-].[Na+] (NaHCO3). Reaction conditions: time 2 hour. Product: Cl.N1CCC(CC1)N1N=NN=C1C1=CN2CCCC3=CC=CC1=C23 (1-(1-(piperidin-4-yl)-1H-tetrazol-5-yl)-5,6-dihydro-4H-pyrrolo[3,2,1-ij]quinoline hydrochloride), C1(=CN2CCCC3=CC=CC1=C23)C2=NN=NN2C2CCN(CC2)C(=O)OC(C)(C)C (tert-butyl 4-(5-(5,6-dihydro-4H-pyrrolo[3,2,1-ij]quinolin-1-yl)-1H-tetrazol-1-yl)piperidine-1-carboxylate). As a reaction SMILES: [C:1]1([C:13]([NH:15][CH:16]2[CH2:21][CH2:20][N:19]([C:22]([O:24][C:25]([CH3:28])([CH3:27])[CH3:26])=[O:23])[CH2:18][CH2:17]2)=O)[C:11]2=[C:12]3[C:7](=[CH:8][CH:9]=[CH:10]2)[CH2:6][CH2:5][CH2:4][N:3]3[CH:2]=1.P(Cl)(Cl)(Cl)(Cl)[Cl:30].C[Si]([N:39]=[N+:40]=[N-:41])(C)C.C([O-])(O)=O.[Na+]>>[ClH:30].[NH:19]1[CH2:20][CH2:21][CH:16]([N:15]2[C:13]([C:1]3[C:11]4=[C:12]5[C:7](=[CH:8][CH:9]=[CH:10]4)[CH2:6][CH2:5][CH2:4][N:3]5[CH:2]=3)=[N:41][N:40]=[N:39]2)[CH2:17][CH2:18]1.[C:1]1([C:13]2[N:15]([CH:16]3[CH2:21][CH2:20][N:19]([C:22]([O:24][C:25]([CH3:28])([CH3:27])[CH3:26])=[O:23])[CH2:18][CH2:17]3)[N:41]=[N:40][N:39]=2)[C:11]2=[C:12]3[C:7](=[CH:8][CH:9]=[CH:10]2)[CH2:6][CH2:5][CH2:4][N:3]3[CH:2]=1 |f:3.4,5.6|. Procedure details: To a solution of 5,6-dihydro-4H-pyrrolo[3,2,1-ij]quinoline-1-carboxylic acid (200 mg, 1.00 mmol) in dry N,N-dimethylformamide (3 mL) were added O-(7-azabenzotriazol-1-yl)-N,N,N′,N′-tetramethyluronium hexafluorophosphate (HBTU) (417 mg, 1.10 mmol) and disopropylethyl amine (0.35 mL, 2.0 mmol), and tert-butyl 4-aminopiperidine-1-carboxylate (1.00 mmol). The reaction was stirred at room temperature and monitored by LC-MS. Upon completion, the mixture was diluted with ethyl acetate (50 mL) and washe... As a reaction SMILES: Cl[C:2]1[CH:3]=[CH:4][C:5]2[N:6]([C:8]([C@H:11]([C:13]3[CH:14]=[C:15]4[C:19](=[CH:20][C:21]=3[F:22])[N:18]([CH3:23])[N:17]=[CH:16]4)[CH3:12])=[CH:9][N:10]=2)[N:7]=1.[F-].[K+].[NH:26]1[CH2:31][CH2:30][NH:29][CH2:28][C:27]1=[O:32]>CN1C(=O)CCC1.CC#N>[F:22][C:21]1[CH:20]=[C:19]2[C:15]([CH:16]=[N:17][N:18]2[CH3:23])=[CH:14][C:13]=1[C@@H:11]([C:8]1[N:6]2[N:7]=[C:2]([N:29]3[CH2:30][CH2:31][NH:26][C:27](=[O:32])[CH2:28]3)[CH:3]=[CH:4][C:5]2=[N:10][CH:9]=1)[CH3:12] |f:1.2|. The reactants are ClC=1C=CC=2N(N1)C(=CN2)[C@@H](C)C=2C=C1C=NN(C1=CC2F)C (6-Chloro-3-[(S)-1-(6-fluoro-1-methyl-1H-indazol-5-yl)-ethyl]-imidazo[1,2-b]pyridazine), N1C(CNCC1)=O (piperazin-2-one), ClC=1C=CC=2N(N1)C(=CN2)[C@@H](C)C=2C=C1C=NN(C1=CC2F)C (6-Chloro-3-[(S)-1-(6-fluoro-1-methyl-1H-indazol-5-yl)-ethyl]-imidazo[1,2-b]pyridazine), [F-].[K+] (KF). Reaction conditions: temperature 180 celsius, time 3 hour. The product is FC1=C(C=C2C=NN(C2=C1)C)[C@H](C)C1=CN=C2N1N=C(C=C2)N2CC(NCC2)=O (4-{3-[(S)-1-(6-Fluoro-1-methyl-1H-indazol-5-yl)-ethyl]-imidazo[1,2-b]pyridazin-6-yl}-piperazin-2-one). Run in CN1CCCC1=O (NMP), CC#N (CH3CN). Procedure details: 6-Chloro-3-[(S)-1-(6-fluoro-1-methyl-1H-indazol-5-yl)-ethyl]-imidazo[1,2-b]pyridazine (Intermediate E, 66.0 mg, 0.2 mmol), KF (59.3 mg, 1.0 mmol) and piperazin-2-one (61.9 mg, 0.6 mmol) were suspended in NMP (0.5 mL). The RM was stirred at 180° C. for 3 h. The mixture was diluted with CH3CN and purified by reverse phase chromatography (Büchi MPLC: 5-24% CH3CN, 0.1% HCOOH). The fractions was combined, concentrated and neutralized with NaHCO3, extracted with EtOAc. The combined organics layers wer... Starting materials: O=C([O-])[O-], CC(C)(C)OC(=O)N1CCN(C#N)CC1, CCO, CCOC(C)=O, [Cl-], [K+], [K+], [NH3+]O. Yields the product CC(C)(C)OC(=O)N1CCN(C(=N)NO)CC1. As a reaction SMILES: [C:19](=[O:20])([O-:21])[O-:22].[C:1](#[N:2])[N:3]1[CH2:4][CH2:5][N:6]([C:9](=[O:10])[O:11][C:12]([CH3:13])([CH3:14])[CH3:15])[CH2:7][CH2:8]1.[CH3:25][CH2:26][OH:27].[CH3:28][CH2:29][O:30][C:31](=[O:32])[CH3:33].[Cl-:16].[K+:23].[K+:24].[OH:17][NH3+:18]>>[C:1](=[NH:2])([N:3]1[CH2:4][CH2:5][N:6]([C:9](=[O:10])[O:11][C:12]([CH3:13])([CH3:14])[CH3:15])[CH2:7][CH2:8]1)[NH:18][OH:17]. Reaction SMILES: [C:12]([C:13]([CH3:14])([CH3:15])[CH3:16])(=[O:17])[Cl:18].[C:19](=[O:20])([OH:21])[O-:22].[Cl:24][CH2:25][Cl:26].[F:1][C:2]([c:3]1[cH:4][cH:5][c:6]([NH2:7])[cH:8][cH:9]1)([F:10])[F:11].[Na+:23]>>[F:1][C:2]([c:3]1[cH:4][cH:5][c:6]([NH:7][C:12]([C:13]([CH3:14])([CH3:15])[CH3:16])=[O:17])[cH:8][cH:9]1)([F:10])[F:11]. Starting materials: CC(C)(C)C(=O)Cl, O=C([O-])O, ClCCl, Nc1ccc(C(F)(F)F)cc1, [Na+]. Product: CC(C)(C)C(=O)Nc1ccc(C(F)(F)F)cc1. Yields the product COC(c1cc(C)c(OCC(=O)O)c(C)c1)(C(F)(F)F)C(F)(F)F. Reactants: CO, CCOC(=O)COc1c(C)cc(C(OC)(C(F)(F)F)C(F)(F)F)cc1C, [Na+], [OH-]. As a reaction SMILES: [CH3:29][OH:30].[F:1][C:2]([C:3]([C:4]([F:5])([F:6])[F:7])([O:8][CH3:9])[c:10]1[cH:11][c:12]([CH3:24])[c:13]([O:14][CH2:15][C:16](=[O:17])[O:18][CH2:19][CH3:20])[c:21]([CH3:23])[cH:22]1)([F:25])[F:26].[Na+:28].[OH-:27]>>[F:1][C:2]([C:3]([C:4]([F:5])([F:6])[F:7])([O:8][CH3:9])[c:10]1[cH:11][c:12]([CH3:24])[c:13]([O:14][CH2:15][C:16](=[O:17])[OH:18])[c:21]([CH3:23])[cH:22]1)([F:25])[F:26].